Dataset: the Open Reaction Database (ORD), a public repository of structured organic reaction records. Task: describe an organic reaction: reactants, conditions, products, and yield Reactants: OC1=CC(=CC2=C1C=1CN(CCC1C(O2)(C)C)CC(=O)NC(=O)N)C(C(CCCCC)C)C ({[10-hydroxy-5,5-dimethyl-8-(1,2-dimethylheptyl)-1,2,3,4-tetrahydro-5H-[1]benzopyrano[4,3-c]pyridin-2-yl]acetyl}urea), Cl.CC1N(CCCC1)CCC(C(=O)O)C ([4-(2-methylpiperidino)]-2-methylbutyric acid hydrochloride), C1(CCCCC1)N=C=NC1CCCCC1 (dicyclohexylcarbodiimide). Product: Cl.CC1(OC2=C(C(=CC(=C2)C(C(CCCCC)C)C)OC(C(CCN2C(CCCC2)C)C)=O)C=2CN(CCC21)CC(=O)NC(=O)N)C ({{5,5-Dimethyl-8-(1,2-dimethylheptyl)-10-[4-(2-methylpiperidino)-2-methylbutyryloxy]-1,2,3,4-tetrahydro-5H-[1]benzopyrano[4,3-c]pyridin-2-yl}-acetyl}urea hydrochloride). RXN SMILES: [OH:1][C:2]1[C:7]2[C:8]3[CH2:9][N:10]([CH2:18][C:19]([NH:21][C:22]([NH2:24])=[O:23])=[O:20])[CH2:11][CH2:12][C:13]=3[C:14]([CH3:17])([CH3:16])[O:15][C:6]=2[CH:5]=[C:4]([CH:25]([CH3:33])[CH:26]([CH3:32])[CH2:27][CH2:28][CH2:29][CH2:30][CH3:31])[CH:3]=1.[ClH:34].[CH3:35][CH:36]1[CH2:41][CH2:40][CH2:39][CH2:38][N:37]1[CH2:42][CH2:43][CH:44]([CH3:48])[C:45](O)=[O:46].C1(N=C=NC2CCCCC2)CCCCC1>>[ClH:34].[CH3:17][C:14]1([CH3:16])[C:13]2[CH2:12][CH2:11][N:10]([CH2:18][C:19]([NH:21][C:22]([NH2:24])=[O:23])=[O:20])[CH2:9][C:8]=2[C:7]2[C:2]([O:1][C:45](=[O:46])[CH:44]([CH3:48])[CH2:43][CH2:42][N:37]3[CH2:38][CH2:39][CH2:40][CH2:41][CH:36]3[CH3:35])=[CH:3][C:4]([CH:25]([CH3:33])[CH:26]([CH3:32])[CH2:27][CH2:28][CH2:29][CH2:30][CH3:31])=[CH:5][C:6]=2[O:15]1 |f:1.2,4.5|. Procedure: The above-titled compound was prepared according to the method of Example 8 by reacting equimolar quantities of {[10-hydroxy-5,5-dimethyl-8-(1,2-dimethylheptyl)-1,2,3,4-tetrahydro-5H-[1]benzopyrano[4,3-c]pyridin-2-yl]acetyl}urea and [4-(2-methylpiperidino)]-2-methylbutyric acid hydrochloride in the presence of dicyclohexylcarbodiimide. The yield is 96.8%. Run in C1CCOC1 (THF), C1CCOC1 (THF). As a reaction SMILES: [Li+].C[Si]([N-][Si](C)(C)C)(C)C.[F:11][C:12]([F:25])([F:24])[C:13]1[CH:18]=[CH:17][C:16]([C:19]2[O:23][CH:22]=[N:21][CH:20]=2)=[CH:15][CH:14]=1.[Cl:26]C(Cl)(Cl)C(Cl)(Cl)Cl>C1COCC1>[Cl:26][C:22]1[O:23][C:19]([C:16]2[CH:15]=[CH:14][C:13]([C:12]([F:11])([F:24])[F:25])=[CH:18][CH:17]=2)=[CH:20][N:21]=1 |f:0.1|. Procedure: LiHMDS (1.06 M in THF, 28.59 mL, 30.3 mmol) was added to a solution of 5-(4-(trifluoromethyl)phenyl)oxazole 30 (5.38 g, 25.25 mmol) in THF (100 mL) at −78° C., and the mixture was stirred at −78° C. for 1 h. A solution of hexachloroethane (8.96 g, 37.87 mmol) in THF (10 mL) was added at −78° C., and the mixture was stirred at −78° C. for 2 h and allowed to warm to room temperature and stirred for 14 h. The reaction was quenched by adding EtOAC: H2O (50 mL: 15 mL), and then extracted with Ethyl a... The reactants are [Li+].C[Si](C)(C)[N-][Si](C)(C)C (LiHMDS), FC(C1=CC=C(C=C1)C1=CN=CO1)(F)F (5-(4-(trifluoromethyl)phenyl)oxazole), ClC(C(Cl)(Cl)Cl)(Cl)Cl (hexachloroethane). Reaction conditions: temperature -78 celsius, time 1 hour. The product is ClC=1OC(=CN1)C1=CC=C(C=C1)C(F)(F)F (2-chloro-5-(4-(trifluoromethyl)phenyl)oxazole). The reactants are C1CCN2CCNCC2C1, CCN(C(C)C)C(C)C, CS(C)=O, COc1cc(COc2cc(NC(=O)c3cnc(Cl)cn3)[nH]n2)cc(OC)c1, Cl. The product is COc1cc(COc2cc(NC(=O)c3cnc(N4CCN5CCCCC5C4)cn3)[nH]n2)cc(OC)c1. RXN SMILES: [CH2:28]1[CH:29]2[N:30]([CH2:31][CH2:32][NH:33]1)[CH2:34][CH2:35][CH2:36][CH2:37]2.[CH2:39]([N:40]([CH:41]([CH3:42])[CH3:43])[CH:44]([CH3:45])[CH3:46])[CH3:47].[CH3:48][S:49]([CH3:50])=[O:51].[Cl:1][c:2]1[n:3][cH:4][c:5]([C:8](=[O:9])[NH:10][c:11]2[nH:12][n:13][c:14]([O:16][CH2:17][c:18]3[cH:19][c:20]([O:26][CH3:27])[cH:21][c:22]([O:24][CH3:25])[cH:23]3)[cH:15]2)[n:6][cH:7]1.[ClH:38]>>[c:2]1([N:33]2[CH2:28][CH:29]3[N:30]([CH2:31][CH2:32]2)[CH2:34][CH2:35][CH2:36][CH2:37]3)[n:3][cH:4][c:5]([C:8](=[O:9])[NH:10][c:11]2[nH:12][n:13][c:14]([O:16][CH2:17][c:18]3[cH:19][c:20]([O:26][CH3:27])[cH:21][c:22]([O:24][CH3:25])[cH:23]3)[cH:15]2)[n:6][cH:7]1. Starting materials: Br, CC(=O)O, COC(=O)c1c(C)nc(-c2ccccc2)nc1-c1cccc([N+](=O)[O-])c1, CC(=O)O, O. The product is COC(=O)c1c(CBr)nc(-c2ccccc2)nc1-c1cccc([N+](=O)[O-])c1. Reaction SMILES: [BrH:31].[C:27]([OH:28])(=[O:29])[CH3:30].[CH3:1][c:2]1[c:3]([C:23](=[O:24])[O:25][CH3:26])[c:4](-[c:14]2[cH:15][c:16]([N+:20](=[O:21])[O-:22])[cH:17][cH:18][cH:19]2)[n:5][c:6](-[c:8]2[cH:9][cH:10][cH:11][cH:12][cH:13]2)[n:7]1.[CH3:33][C:34](=[O:35])[OH:36].[OH2:32]>>[CH2:1]([c:2]1[c:3]([C:23](=[O:24])[O:25][CH3:26])[c:4](-[c:14]2[cH:15][c:16]([N+:20](=[O:21])[O-:22])[cH:17][cH:18][cH:19]2)[n:5][c:6](-[c:8]2[cH:9][cH:10][cH:11][cH:12][cH:13]2)[n:7]1)[Br:31]. Procedure: 3.0 g of 1-(3-benzyl-3H-imidazol-4-yl)-4,4-diphenylbutan-1-ol was dissolved in 150 ml of ethanol. The solution was hydrogenated at 45° C. with 10% palladium on carbon as catalyst for 5 hours. The reaction mixture was filtered, and the filtrate was evaporated to dryness under reduced pressure. RXN SMILES: C([N:8]1[C:12]([CH:13]([OH:29])[CH2:14][CH2:15][CH:16]([C:23]2[CH:28]=[CH:27][CH:26]=[CH:25][CH:24]=2)[C:17]2[CH:22]=[CH:21][CH:20]=[CH:19][CH:18]=2)=[CH:11][N:10]=[CH:9]1)C1C=CC=CC=1>C(O)C.[Pd]>[NH:10]1[CH:11]=[C:12]([CH:13]([OH:29])[CH2:14][CH2:15][CH:16]([C:17]2[CH:22]=[CH:21][CH:20]=[CH:19][CH:18]=2)[C:23]2[CH:28]=[CH:27][CH:26]=[CH:25][CH:24]=2)[N:8]=[CH:9]1. Solvent: C(C)O (ethanol). Yields the product N1C=NC(=C1)C(CCC(C1=CC=CC=C1)C1=CC=CC=C1)O (1-(1H-Imidazol-4-yl)-4,4-diphenylbutan-1-ol). The reagents and catalysts are [Pd] (palladium on carbon). The reactants are C(C1=CC=CC=C1)N1C=NC=C1C(CCC(C1=CC=CC=C1)C1=CC=CC=C1)O (1-(3-benzyl-3H-imidazol-4-yl)-4,4-diphenylbutan-1-ol). Starting materials: [C-]#N.[Na+] (sodium cyanide), S1C(=CC=C1)C(=O)C1=CC=C(C=C1)C(C)Cl (p-(1-chloroethyl)phenyl 2-thienyl ketone). The solvent is CS(=O)C (dimethyl sulfoxide). Reaction conditions: temperature 60 celsius, time 4 hour. Product: C1(=CC=CS1)C(=O)C1=CC=C(C(C#N)C)C=C1 (p-(2-thenoyl)hydratroponitrile). Reaction SMILES: [C-:1]#[N:2].[Na+].[S:4]1[CH:8]=[CH:7][CH:6]=[C:5]1[C:9]([C:11]1[CH:16]=[CH:15][C:14]([CH:17](Cl)[CH3:18])=[CH:13][CH:12]=1)=[O:10]>CS(C)=O>[C:5]1([C:9]([C:11]2[CH:16]=[CH:15][C:14]([CH:17]([CH3:18])[C:1]#[N:2])=[CH:13][CH:12]=2)=[O:10])[S:4][CH:8]=[CH:7][CH:6]=1 |f:0.1|. Procedure details: A suspension of 4.9 parts of sodium cyanide in 55 parts of dimethyl sulfoxide is stirred while heating to 60° C. Then there are added at once 8.5 parts of p-(1-chloroethyl)phenyl 2-thienyl ketone and stirring at 60° C is continued for 4h. 30. The reaction mixture is poured onto water and the product is extracted with ether. The organic layer is washed with water, dried, filtered and evaporated, yielding p-(2-thenoyl)hydratroponitrile as a residue. Reactants: C(CC)P1(OP(OP(O1)(=O)CCC)(=O)CCC)=O (T3P), C(C)(C)N(C(C)C)CC (N,N-diisopropylethylamine), C(CC)P1(OP(OP(O1)(=O)CCC)(=O)CCC)=O (T3P), C(C)(C)N(C(C)C)CC (N,N-diisopropylethylamine), ClC=1C=CC(=C(C1)C1=CC(N(C=C1)C(C(=O)O)CC1=NC=CC=C1)=O)C(F)(F)F (2-{4-[5-chloro-2-(trifluoromethyl)phenyl]-2-oxopyridin-1(2H)-yl}-3-(pyridin-2-yl)propanoic acid), NC1=CC=C(C(=O)OC(C)(C)C)C=C1 (tert-butyl 4-aminobenzoate). Solvent: O.C(C)(=O)OCC (water ethyl acetate), C(C)(=O)OCC (ethyl acetate). Conditions: temperature 60 celsius, time 1 hour. Product: ClC=1C=CC(=C(C1)C1=CC(N(C=C1)C(C(=O)NC1=CC=C(C(=O)OC(C)(C)C)C=C1)CC1=NC=CC=C1)=O)C(F)(F)F (tert-Butyl 4-{[2-{4-[5-chloro-2-(trifluoromethyl)phenyl]-2-oxopyridin-1(2H)-yl}-3-(pyridin-2-yl)propanoyl]amino}benzoate). RXN SMILES: C(P1(=O)OP(CCC)(=O)OP(CCC)(=O)O1)CC.C(N(CC)C(C)C)(C)C.[Cl:28][C:29]1[CH:30]=[CH:31][C:32]([C:53]([F:56])([F:55])[F:54])=[C:33]([C:35]2[CH:40]=[CH:39][N:38]([CH:41]([CH2:45][C:46]3[CH:51]=[CH:50][CH:49]=[CH:48][N:47]=3)[C:42](O)=[O:43])[C:37](=[O:52])[CH:36]=2)[CH:34]=1.[NH2:57][C:58]1[CH:70]=[CH:69][C:61]([C:62]([O:64][C:65]([CH3:68])([CH3:67])[CH3:66])=[O:63])=[CH:60][CH:59]=1>C(OCC)(=O)C.O.C(OCC)(=O)C>[Cl:28][C:29]1[CH:30]=[CH:31][C:32]([C:53]([F:56])([F:54])[F:55])=[C:33]([C:35]2[CH:40]=[CH:39][N:38]([CH:41]([CH2:45][C:46]3[CH:51]=[CH:50][CH:49]=[CH:48][N:47]=3)[C:42]([NH:57][C:58]3[CH:70]=[CH:69][C:61]([C:62]([O:64][C:65]([CH3:66])([CH3:67])[CH3:68])=[O:63])=[CH:60][CH:59]=3)=[O:43])[C:37](=[O:52])[CH:36]=2)[CH:34]=1 |f:5.6|. Reported procedure: Under argon and at 0° C., 707 mg (50% strength in ethyl acetate, 1.11 mmol) of T3P and 0.29 ml (1.67 mmol) of N,N-diisopropylethylamine were added to a solution of 470 mg (purity 50%, 0.56 mmol) of 2-{4-[5-chloro-2-(trifluoromethyl)phenyl]-2-oxopyridin-1(2H)-yl}-3-(pyridin-2-yl)propanoic acid (racemate) and 129 mg (0.67 mmol) of tert-butyl 4-aminobenzoate in 45 ml of ethyl acetate. The reaction mixture was stirred at 60° C. for 1 h, another 353 mg (50% strength in ethyl acetate, 0.56 mmol) of T3... The product is [C@@H]1([C@H](O)[C@H](O)[C@H](O1)CO)N1C=NC2=C1N=CNCC2=O (3-(β-D-ribofuranosyl)-6,7-dihydroimidazo[4,5-d][1,3]diazepin-8(3H)-one). As a reaction SMILES: [CH:1]1[N:5]([C@@H:6]2[O:10][C@H:9]([CH2:11][OH:12])[C@@H:8]([OH:13])[C@H:7]2[OH:14])[C:4]2[N:15]=[CH:16][NH:17][CH2:18][C@@H:19]([OH:20])[C:3]=2[N:2]=1.NC1N([C@@H]2O[C@H](COC(=O)C)[C@@H](OC(=O)C)[C@H]2OC(=O)C)C=NC=1C(O)=O>>[C@@H:6]1([N:5]2[C:4]3[N:15]=[CH:16][NH:17][CH2:18][C:19](=[O:20])[C:3]=3[N:2]=[CH:1]2)[O:10][C@H:9]([CH2:11][OH:12])[C@@H:8]([OH:13])[C@H:7]1[OH:14]. Procedure: Another method also known for the synthesis of coformycin comprises preparing and using 5-amino-1-(2,3,5-tri-O-acetyl-β-D-ribofuranosyl)imidazole-4-carboxylic acid as a starting material which is processed by multi-stage reactions to produce 3-(β-D-ribofuranosyl)-6,7-dihydroimidazo[4,5-d][1,3]diazepin-8(3H)-one as an intermediate, followed by reducing the intermediate (see H. J. Thomas et al., "Nucleosides & Nucleotides", 5, No. 4, pp. 431-439, 1986). Reactants: C1=NC2=C(N1[C@H]3[C@@H]([C@@H]([C@H](O3)CO)O)O)N=CNC[C@H]2O (coformycin), NC1=C(N=CN1[C@H]1[C@H](OC(C)=O)[C@H](OC(C)=O)[C@H](O1)COC(C)=O)C(=O)O (5-amino-1-(2,3,5-tri-O-acetyl-β-D-ribofuranosyl)imidazole-4-carboxylic acid). Reactants: C1(=CC=CC=C1)C1(CCC1)C(=O)Cl (1-phenylcyclobutane-carbonyl chloride), C(C)N(CCCO)CC (3-diethylaminopropanol). The product is Cl.C1(=CC=CC=C1)C1(CCC1)C(=O)OCCCN(CC)CC (3-(Diethylamino)propyl 1-phenylcyclobutanecarboxylate Hydrochloride). Reaction SMILES: [C:1]1([C:7]2([C:11]([Cl:13])=[O:12])[CH2:10][CH2:9][CH2:8]2)[CH:6]=[CH:5][CH:4]=[CH:3][CH:2]=1.[CH2:14]([N:16]([CH2:21][CH3:22])[CH2:17][CH2:18][CH2:19][OH:20])[CH3:15]>>[ClH:13].[C:1]1([C:7]2([C:11]([O:20][CH2:19][CH2:18][CH2:17][N:16]([CH2:21][CH3:22])[CH2:14][CH3:15])=[O:12])[CH2:10][CH2:9][CH2:8]2)[CH:6]=[CH:5][CH:4]=[CH:3][CH:2]=1 |f:2.3|. Procedure details: The title compound was prepared in an analogous manner to that in Example 36 by reacting 1-phenylcyclobutane-carbonyl chloride with 3-diethylaminopropanol at 80° C. for 5 h. The reaction mixture was filtered and chromatographed on silica gel using toluene-Et3N 95:5 as eluent. The yield was 0.8 g (45%); mp 108-111° C.; 1H NMR (D2O) δ 1.25 (t, 6H), 1.91-2.14 (m, 4H), 2.62 (m, 2H), 2.89 (m, 4H), 3.13 (q, 4H), 4.27 (t, 2H), 7.43 (m, 1H), 7.48 (m, 2H), 7.53 (m, 2H). Anal. (C18H27NO2.HCl) C, H, N. Reactants: OC1=CC=C(C(=O)OCC)C=C1 (ethyl p-hydroxybenzoate), potassium carbonate anhydride, BrCCCCOCC1(COC1)CC (3-[(4-bromobutoxy)methyl]-3-ethyloxetane). The solvent is three, CN(C=O)C (dimethylformamide). Reaction conditions: temperature 80 celsius, time 4 hour. The product is C(C)C1(COC1)COCCCCOC1=CC=C(C(=O)O)C=C1 (4-[7-(3-ethyl-3-oxetanyl)-1,6-dioxaheptyl]benzoic acid). The yield is 90.3%. As a reaction SMILES: [OH:1][C:2]1[CH:12]=[CH:11][C:5]([C:6]([O:8]CC)=[O:7])=[CH:4][CH:3]=1.Br[CH2:14][CH2:15][CH2:16][CH2:17][O:18][CH2:19][C:20]1([CH2:24][CH3:25])[CH2:23][O:22][CH2:21]1>CN(C)C=O>[CH2:24]([C:20]1([CH2:19][O:18][CH2:17][CH2:16][CH2:15][CH2:14][O:1][C:2]2[CH:3]=[CH:4][C:5]([C:6]([OH:8])=[O:7])=[CH:11][CH:12]=2)[CH2:21][O:22][CH2:23]1)[CH3:25]. Reported procedure: In a 300 ml three neck flask, 5.2 g (31 mmol) of ethyl p-hydroxybenzoate, 4.7 g (34 mmol) of potassium carbonate anhydride, and 7.8 g (31 mmol) of the 3-[(4-bromobutoxy)methyl]-3-ethyloxetane were dissolved in 50 ml of dimethylformamide. After the solution remained turbid was heated to a temperature of 80° C. and stirred for 4 hours, the solvent was completely distilled out in a vacuum. To the resulting yellow oily substance were added 15 ml of a 7% sodium hydroxide aqueous solution and 15 ml of...